Dataset: the Open Reaction Database (ORD), a public repository of structured organic reaction records. Task: describe an organic reaction: reactants, conditions, products, and yield The yield is 84.3%. Reported procedure: 1.3 g of 3-amino-5-t-butoxycarbonylmethyl-2,3-dihydro-1,5-benzothiazepin-4(5H)-one and 3.0 g of ethyl 2-ketodecanoate were dissolved in 10 ml of ethanol. After the addition of 0.3 ml of acetic acid, the resulting mixture was stirred for 3 hours. Then, a solution of 420 mg of sodium boron cyanide hydride in 7 ml of ethanol was added dropwise thereto. After this mixture was allowed to stand overnight, it was concentrated under reduced pressure and the residue was dissolved in ethyl acetate. The so... Reactants: [BH]C#N.[Na] (sodium boron cyanide hydride), NC1CSC2=C(N(C1=O)CC(=O)OC(C)(C)C)C=CC=C2 (3-amino-5-t-butoxycarbonylmethyl-2,3-dihydro-1,5-benzothiazepin-4(5H)-one), O=C(C(=O)OCC)CCCCCCCC (ethyl 2-ketodecanoate), C(C)(=O)O (acetic acid). The product is C(C)OC(=O)C(CCCCCCCC)NC1CSC2=C(N(C1=O)CC(=O)OC(C)(C)C)C=CC=C2 (3-(1-ethoxycarbonylnonylamino)-5-t-butoxycarbonylmethyl-2,3-dihydro-1,5-benzothiazepin-4(5H)-one). Run at time 3 hour. Run in C(C)O (ethanol), C(C)O (ethanol). RXN SMILES: [NH2:1][CH:2]1[C:8](=[O:9])[N:7]([CH2:10][C:11]([O:13][C:14]([CH3:17])([CH3:16])[CH3:15])=[O:12])[C:6]2[CH:18]=[CH:19][CH:20]=[CH:21][C:5]=2[S:4][CH2:3]1.O=[C:23]([CH2:29][CH2:30][CH2:31][CH2:32][CH2:33][CH2:34][CH2:35][CH3:36])[C:24]([O:26][CH2:27][CH3:28])=[O:25].C(O)(=O)C.[BH]C#N.[Na]>C(O)C>[CH2:27]([O:26][C:24]([CH:23]([NH:1][CH:2]1[C:8](=[O:9])[N:7]([CH2:10][C:11]([O:13][C:14]([CH3:16])([CH3:17])[CH3:15])=[O:12])[C:6]2[CH:18]=[CH:19][CH:20]=[CH:21][C:5]=2[S:4][CH2:3]1)[CH2:29][CH2:30][CH2:31][CH2:32][CH2:33][CH2:34][CH2:35][CH3:36])=[O:25])[CH3:28] |f:3.4,^1:40,43|. Reactants: BrC1=CC=2N(C=C1)N=CC2C(=O)OCC (ethyl 5-bromopyrazolo[1,5-a]pyridine-3-carboxylate), CC1(C2=C(C(=CC=C2)P(C3=CC=CC=C3)C4=CC=CC=C4)OC5=C(C=CC=C51)P(C6=CC=CC=C6)C7=CC=CC=C7)C (xantphos), C([O-])([O-])=O.[Cs+].[Cs+] (cesium carbonate), F[C@H]1C[C@@H](NC1)C1=CC(=CC=C1)F ((2R,4S)-4-fluoro-2-(3-fluorophenyl)pyrrolidine). Reagents/catalysts: C=1C=CC(=CC1)/C=C/C(=O)/C=C/C2=CC=CC=C2.C=1C=CC(=CC1)/C=C/C(=O)/C=C/C2=CC=CC=C2.C=1C=CC(=CC1)/C=C/C(=O)/C=C/C2=CC=CC=C2.[Pd].[Pd] (tris(dibenzylideneacetone)dipalladium(0)). The solvent is O1CCOCC1 (1,4-dioxane). Conditions: temperature 120 celsius. Product: F[C@H]1C[C@@H](N(C1)C1=CC=2N(C=C1)N=CC2C(=O)OCC)C2=CC(=CC=C2)F (ethyl 5-((2R,4S)-4-fluoro-2-(3-fluorophenyl)pyrrolidin-1-yl)pyrazolo[1,5-a]pyridine-3-carboxylate). As a reaction SMILES: Br[C:2]1[CH:7]=[CH:6][N:5]2[N:8]=[CH:9][C:10]([C:11]([O:13][CH2:14][CH3:15])=[O:12])=[C:4]2[CH:3]=1.CC1(C)C2C(=C(P(C3C=CC=CC=3)C3C=CC=CC=3)C=CC=2)OC2C(P(C3C=CC=CC=3)C3C=CC=CC=3)=CC=CC1=2.C(=O)([O-])[O-].[Cs+].[Cs+].[F:64][C@@H:65]1[CH2:69][NH:68][C@@H:67]([C:70]2[CH:75]=[CH:74][CH:73]=[C:72]([F:76])[CH:71]=2)[CH2:66]1>C1C=CC(/C=C/C(/C=C/C2C=CC=CC=2)=O)=CC=1.C1C=CC(/C=C/C(/C=C/C2C=CC=CC=2)=O)=CC=1.C1C=CC(/C=C/C(/C=C/C2C=CC=CC=2)=O)=CC=1.[Pd].[Pd].O1CCOCC1>[F:64][C@@H:65]1[CH2:69][N:68]([C:2]2[CH:7]=[CH:6][N:5]3[N:8]=[CH:9][C:10]([C:11]([O:13][CH2:14][CH3:15])=[O:12])=[C:4]3[CH:3]=2)[C@@H:67]([C:70]2[CH:75]=[CH:74][CH:73]=[C:72]([F:76])[CH:71]=2)[CH2:66]1 |f:2.3.4,6.7.8.9.10|. Procedure: A N2 purged flask was charged with ethyl 5-bromopyrazolo[1,5-a]pyridine-3-carboxylate (27 mg, 0.1 mmol), tris(dibenzylideneacetone)dipalladium(0) (2 mg, 2 μmol), xantphos (5 mg, 8 μmol), cesium carbonate (46 mg, 0.14 mmol), 1,4-dioxane (0.5 mL) and (2R,4S)-4-fluoro-2-(3-fluorophenyl)pyrrolidine (I-6) (18 mg, 0.1 mmol). The contents were heated to 120° C. for 12 hours. Upon cooling to room temperature the reaction was partitioned with EtOAc and water. The organic layer was washed with water, brin... The reactants are Cc1ccccc1, CCOC(C)=O, O, CC(C)(C)CC(C)(O)c1ccc(C#N)cc1, Cc1ccc(S(=O)(=O)O)cc1. Yields the product C=C(CC(C)(C)C)c1ccc(C#N)cc1. Reaction SMILES: [CH3:29][c:30]1[cH:31][cH:32][cH:33][cH:34][cH:35]1.[CH3:36][CH2:37][O:38][C:39]([CH3:40])=[O:41].[OH2:1].[OH:13][C:14]([CH2:15][C:16]([CH3:17])([CH3:18])[CH3:19])([CH3:20])[c:21]1[cH:22][cH:23][c:24]([C:25]#[N:26])[cH:27][cH:28]1.[c:2]1([CH3:3])[cH:4][cH:5][c:6]([S:7]([OH:8])(=[O:9])=[O:10])[cH:11][cH:12]1>>[C:14]([CH2:15][C:16]([CH3:17])([CH3:18])[CH3:19])(=[CH2:20])[c:21]1[cH:22][cH:23][c:24]([C:25]#[N:26])[cH:27][cH:28]1. Reactants: N (ammonia), NCCCOC(C)O (3-aminopropoxyethanol), NCCCOCCOCCCNCCCOCCOCCCN (bis(aminopropoxyethoxypropyl)amine), crude product, C(#N)CCOC(C)OCCC#N (bis(2-cyanoethoxy)ethane), C(#N)CCOC(C)OCCC#N (bis(2-cyanoethoxy)ethane), CC(C)([C@H](C(=O)O)N)S[As](C)C (DMAPA), N-(dimethylamino)-bis(3-aminopropoxy)ethane, NCCCOC(C)OCCCN (bis(3-aminopropoxy)ethane), [H][H] (hydrogen), [H][H] (hydrogen), mixture. Reagents/catalysts: [Co] (cobalt). Run in C(C)(C)(C)O (t-butanol), C(C)(C)(C)O (t-butanol). Run at temperature 90 celsius. Product: NCCCOC(C)OCCCN.CN(C)CCCN (bis(3-aminopropoxy)ethane dimethylaminopropylamine). Reaction SMILES: N.[H][H].[C:4]([CH2:6][CH2:7][O:8][CH:9]([O:11][CH2:12][CH2:13][C:14]#[N:15])[CH3:10])#[N:5].C[C:17](S[As](C)C)([C@@H:19]([NH2:23])C(O)=O)[CH3:18].NCCCOC(OCCCN)C.NCCCOC(O)C.NCCCOCCOCC[CH2:58][NH:59][CH2:60]CCOCCOCCCN>[Co].C(O)(C)(C)C>[NH2:15][CH2:14][CH2:13][CH2:12][O:11][CH:9]([O:8][CH2:7][CH2:6][CH2:4][NH2:5])[CH3:10].[CH3:58][N:59]([CH2:18][CH2:17][CH2:19][NH2:23])[CH3:60] |f:9.10|. Reported procedure: Into a 300 ml autoclave was placed 10 g of Raney cobalt and 15 g of anhydrous ammonia. A heel of 30 ml of t-butanol was then pumped into the reactor and the reactor heated externally to 90° C. The pressure was then raised to 850 psig with hydrogen. The crude product mixture containing bis(2-cyanoethoxy)ethane and DMAPN from Example 1 was then pumped into the autoclave at a rate of 0.6 g/min until 150 g of the mixture had been admitted. During the addition, the temperature was maintained at 90° C... Starting materials: [O-][N+]1=C(C(=NO1)OCCC(=O)OC(C)(C)C)S(=O)(=O)C1=CC=CC=C1 (tert-Butyl 3-[(5-oxido-4-(phenylsulphonyl)-1,2,5-oxadiazol-3-yl)-oxy]-propionate), C(=O)(C(F)(F)F)O (TFA). The solvent is ClCCl (dichloromethane). Run at time 6 hour. Yields the product [O-][N+]1=C(C(=NO1)OCCC(=O)O)S(=O)(=O)C1=CC=CC=C1 (3-[(5-Oxido-4-(phenylsulphonyl)-1,2,5-oxadiazol-3-yl)-oxy]-propionic acid). As a reaction SMILES: [O-:1][N+:2]1[O:6][N:5]=[C:4]([O:7][CH2:8][CH2:9][C:10]([O:12]C(C)(C)C)=[O:11])[C:3]=1[S:17]([C:20]1[CH:25]=[CH:24][CH:23]=[CH:22][CH:21]=1)(=[O:19])=[O:18].C(O)(C(F)(F)F)=O>ClCCl>[O-:1][N+:2]1[O:6][N:5]=[C:4]([O:7][CH2:8][CH2:9][C:10]([OH:12])=[O:11])[C:3]=1[S:17]([C:20]1[CH:25]=[CH:24][CH:23]=[CH:22][CH:21]=1)(=[O:18])=[O:19]. Procedure details: 14 g of the compound obtained in Step A dissolved in 100 ml of dichloromethane are placed under argon, 10 ml of TFA are added, and then stirring is carried out for 6 hours at ambient temperature. Reactants: FC(F)(F)c1ccc(-c2nc3cccc(CBr)c3s2)cc1, O=C([O-])[O-], ClC(Cl)(Cl)Cl, CC#N, [K+], [K+], O, CCOC(=O)COc1ccc(S)cc1C. Product: CCOC(=O)COc1ccc(SCc2cccc3nc(-c4ccc(C(F)(F)F)cc4)sc23)cc1C. Reaction SMILES: [Br:7][CH2:8][c:9]1[cH:10][cH:11][cH:12][c:13]2[n:14][c:15](-[c:18]3[cH:19][cH:20][c:21]([C:24]([F:25])([F:26])[F:27])[cH:22][cH:23]3)[s:16][c:17]12.[C:1](=[O:2])([O-:3])[O-:4].[C:46]([Cl:47])([Cl:48])([Cl:49])[Cl:50].[CH3:43][C:44]#[N:45].[K+:5].[K+:6].[OH2:51].[SH:28][c:29]1[cH:30][c:31]([CH3:42])[c:32]([O:33][CH2:34][C:35](=[O:36])[O:37][CH2:38][CH3:39])[cH:40][cH:41]1>>[CH2:8]([c:9]1[cH:10][cH:11][cH:12][c:13]2[n:14][c:15](-[c:18]3[cH:19][cH:20][c:21]([C:24]([F:25])([F:26])[F:27])[cH:22][cH:23]3)[s:16][c:17]12)[S:28][c:29]1[cH:30][c:31]([CH3:42])[c:32]([O:33][CH2:34][C:35](=[O:36])[O:37][CH2:38][CH3:39])[cH:40][cH:41]1. Starting materials: C(C)(C)(C)OC1=C(C(=C(C=C1)I)F)F (4-tert-butoxy-2,3-difluoro-1-iodobenzene), [Cl-].[NH4+] (ammonium chloride), [Cl-].C(=C)[Zn+] (vinyl zinc chloride). Reagents/catalysts: C=1C=CC(=CC1)[P](C=2C=CC=CC2)(C=3C=CC=CC3)[Pd]([P](C=4C=CC=CC4)(C=5C=CC=CC5)C=6C=CC=CC6)([P](C=7C=CC=CC7)(C=8C=CC=CC8)C=9C=CC=CC9)[P](C=1C=CC=CC1)(C=1C=CC=CC1)C=1C=CC=CC1 (tetrakis(triphenylphosphine)palladium(0)). The solvent is C1CCOC1 (THF), C1CCOC1 (THF). Run at temperature 60 celsius, time 30 minute. The product is C(C)(C)(C)OC1=C(C(=C(C=C)C=C1)F)F (4-tert-butoxy-2,3-difluorostyrene). The yield is 83.0%. As a reaction SMILES: [C:1]([O:5][C:6]1[CH:11]=[CH:10][C:9](I)=[C:8]([F:13])[C:7]=1[F:14])([CH3:4])([CH3:3])[CH3:2].[Cl-].[CH:16]([Zn+])=[CH2:17].[Cl-].[NH4+]>C1C=CC([P]([Pd]([P](C2C=CC=CC=2)(C2C=CC=CC=2)C2C=CC=CC=2)([P](C2C=CC=CC=2)(C2C=CC=CC=2)C2C=CC=CC=2)[P](C2C=CC=CC=2)(C2C=CC=CC=2)C2C=CC=CC=2)(C2C=CC=CC=2)C2C=CC=CC=2)=CC=1.C1COCC1>[C:1]([O:5][C:6]1[CH:11]=[CH:10][C:9]([CH:16]=[CH2:17])=[C:8]([F:13])[C:7]=1[F:14])([CH3:4])([CH3:3])[CH3:2] |f:1.2,3.4,^1:24,26,45,64|. Procedure: A 1-liter reactor was charged with 31.2 g (0.10 mol) of 4-tert-butoxy-2,3-difluoro-1-iodobenzene and 100 ml of THF and heated at 60° C. To the reactor, 1.16 g (1 mmol) of tetrakis(triphenylphosphine)palladium(0) was added, then 120 ml of a THF solution of 1 M vinyl zinc chloride was added dropwise. After the completion of dropwise addition, the reaction solution was ripened for 30 minutes and poured into a saturated ammonium chloride aqueous solution. From the solution, a crude product was extra... Starting materials: [Br-], C=C(Br)Cc1ccc(Cl)cc1, CCCC[N+](CCCC)(CCCC)CCCC, BrC(Br)Br, [Na+], [OH-], O. Product: Clc1ccc(CC2(Br)CC2(Br)Br)cc1. Reaction SMILES: [Br-:19].[Br:1][C:2]([CH2:3][c:4]1[cH:5][cH:6][c:7]([Cl:10])[cH:8][cH:9]1)=[CH2:11].[CH3:20][CH2:21][CH2:22][CH2:23][N+:24]([CH2:25][CH2:26][CH2:27][CH3:28])([CH2:29][CH2:30][CH2:31][CH3:32])[CH2:33][CH2:34][CH2:35][CH3:36].[CH:15]([Br:16])([Br:17])[Br:18].[Na+:13].[OH-:12].[OH2:14]>>[Br:1][C:2]1([CH2:3][c:4]2[cH:5][cH:6][c:7]([Cl:10])[cH:8][cH:9]2)[CH2:11][C:15]1([Br:16])[Br:18]. The reactants are Cl.S1C2=C(C=C1)C(CCCC2)N (5,6,7,8-tetrahydro-4H-cyclohepta[b]thiophen-4-amine hydrochloride), [O-]C#N.[K+] (potassium cyanate). The solvent is O (water), O (water). Conditions: time 1 hour. The product is S1C2=C(C=C1)C(CCCC2)NC(=O)N (5,6,7,8-tetrahydro-4H-cyclohepta[b]thien-4-ylurea). Reaction SMILES: Cl.[S:2]1[CH:6]=[CH:5][C:4]2[CH:7]([NH2:12])[CH2:8][CH2:9][CH2:10][CH2:11][C:3]1=2.[O-:13][C:14]#[N:15].[K+]>O>[S:2]1[CH:6]=[CH:5][C:4]2[CH:7]([NH:12][C:14]([NH2:15])=[O:13])[CH2:8][CH2:9][CH2:10][CH2:11][C:3]1=2 |f:0.1,2.3|. Procedure details: A mixture of 50 grams of 5,6,7,8-tetrahydro-4H-cyclohepta[b]thiophen-4-amine hydrochloride in 100 ml. of water is stirred at about 15° C. and a solution of 23.1 grams of potassium cyanate in 100 ml. of water is added dropwise. After completion of the addition, the mixture is warmed slowly to 70°-75° C. and held there for one hour. The mixture is cooled and the white solid is collected by filtration and washed with water. The solid is air-dried, pulverized, and washed with acetonitrile. Upon dryi... Starting materials: ClCCCl, Cc1cnc(NCC2CCNCC2)nc1, CCOC(C)=O, CN(C)C=O, On1nnc2ccccc21, O=C(O)C1CC1c1ccccc1. Product: Cc1cnc(NCC2CCN(C(=O)C3CC3c3ccccc3)CC2)nc1. RXN SMILES: [CH2:28]([Cl:29])[CH2:30][Cl:31].[CH3:1][c:2]1[cH:3][n:4][c:5]([NH:8][CH2:9][CH:10]2[CH2:11][CH2:12][NH:13][CH2:14][CH2:15]2)[n:6][cH:7]1.[CH3:47][CH2:48][O:49][C:50](=[O:51])[CH3:52].[O:42]=[CH:43][N:44]([CH3:45])[CH3:46].[OH:32][n:33]1[c:34]2[c:35]([cH:36][cH:37][cH:38][cH:39]2)[n:40][n:41]1.[c:16]1([CH:22]2[CH:23]([C:25](=[O:26])[OH:27])[CH2:24]2)[cH:17][cH:18][cH:19][cH:20][cH:21]1>>[CH3:1][c:2]1[cH:3][n:4][c:5]([NH:8][CH2:9][CH:10]2[CH2:11][CH2:12][N:13]([C:25]([CH:23]3[CH:22]([c:16]4[cH:17][cH:18][cH:19][cH:20][cH:21]4)[CH2:24]3)=[O:26])[CH2:14][CH2:15]2)[n:6][cH:7]1.